This data is from the Open Reaction Database (ORD), a public repository of structured organic reaction records. The task is: describe an organic reaction: reactants, conditions, products, and yield The reactants are C(C)(C)(C)OC(=O)N1C=NC=2C(N(CCC21)C(=O)OC(C)(C)C)C2=CC(=CC=C2)Br (4-(3-Bromophenyl)-6,7-dihydro-4H-imidazo[4,5-c]pyridine-1,5-dicarboxylic acid di-tert-butyl ester). The reagents and catalysts are [C-]#N.[C-]#N.[Zn+2] (Zn(CN)2). The solvent is CN(C)C=O (DMF). The product is C(C)(C)(C)OC(=O)N1C(C2=C(CC1)NC=N2)C2=CC(=CC=C2)Br (4-(3-bromo-phenyl)-1 ,4,6,7-tetrahydro-imidazo[4,5-c]pyridine-5-carboxylic acid tert-butyl ester). Reaction SMILES: C(OC([N:8]1[C:16]2[CH2:15][CH2:14][N:13]([C:17]([O:19][C:20]([CH3:23])([CH3:22])[CH3:21])=[O:18])[CH:12]([C:24]3[CH:29]=[CH:28][CH:27]=[C:26]([Br:30])[CH:25]=3)[C:11]=2[N:10]=[CH:9]1)=O)(C)(C)C>CN(C=O)C.[C-]#N.[C-]#N.[Zn+2]>[C:20]([O:19][C:17]([N:13]1[CH2:14][CH2:15][C:16]2[NH:8][CH:9]=[N:10][C:11]=2[CH:12]1[C:24]1[CH:29]=[CH:28][CH:27]=[C:26]([Br:30])[CH:25]=1)=[O:18])([CH3:23])([CH3:21])[CH3:22] |f:2.3.4|. Reported procedure: 4-(3-Bromophenyl)-6,7-dihydro-4H-imidazo[4,5-c]pyridine-1,5-dicarboxylic acid di-tert-butyl ester (0.879 g, 1.83 mmol) and Zn(CN)2 (0.323 g, 2.75 mmol) were stirred in anh. DMF (30 mL) at 80° C. under Ar for 72 h. The solution was concentrated in vacuo, partitioned between CHCl3 and sat. NaHCO3 soln, dried (MgSO4), filtered, and concentrated to yield the title compound without further purification. The reactants are O=C1CCC(=O)N1Br, ClC(Cl)(Cl)Cl, Cc1cn(-c2ccccc2Cl)c2cc(Cl)ccc2c1=O, CC(C)(C#N)N=NC(C)(C)C#N. Product: O=c1c(CBr)cn(-c2ccccc2Cl)c2cc(Cl)ccc12. As a reaction SMILES: [Br:21][N:22]1[C:23](=[O:24])[CH2:25][CH2:26][C:27]1=[O:28].[C:41]([Cl:42])([Cl:43])([Cl:44])[Cl:45].[Cl:1][c:2]1[cH:3][cH:4][c:5]2[c:6](=[O:20])[c:7]([CH3:19])[cH:8][n:9](-[c:12]3[c:13]([Cl:18])[cH:14][cH:15][cH:16][cH:17]3)[c:10]2[cH:11]1.[N:29]#[C:30][C:31]([N:32]=[N:33][C:34]([C:35]#[N:36])([CH3:37])[CH3:38])([CH3:39])[CH3:40]>>[Cl:1][c:2]1[cH:3][cH:4][c:5]2[c:6](=[O:20])[c:7]([CH2:19][Br:21])[cH:8][n:9](-[c:12]3[c:13]([Cl:18])[cH:14][cH:15][cH:16][cH:17]3)[c:10]2[cH:11]1. Reactants: C(C)(C)(C)OC(=O)N[C@@H](CC(=O)OC(C)(C)C)CI (tert-Butyl(3S)-3-(tert-butoxycarbonylamino)-4-iodo-butanoate), C1(=C(C=CC=C1)P(C1=C(C=CC=C1)C)C1=C(C=CC=C1)C)C (tris(o-tolyl)phosphine), BrC=1C=C(C=CC1[N+](=O)[O-])CO ((3-bromo-4-nitro-phenyl)methanol), tris(benzylideneacetone)dipalladium. The reagents and catalysts are [Zn] (zinc). Product: C(C)(C)(C)OC(=O)N[C@@H](CC(=O)OC(C)(C)C)CC1=C(C=CC(=C1)CO)[N+](=O)[O-] (tert-Butyl(3R)-3-(tert-butoxycarbonylamino)-4-[5-(hydroxymethyl)-2-nitro-phenyl]butanoate). As a reaction SMILES: [C:1]([O:5][C:6]([NH:8][C@H:9]([CH2:18]I)[CH2:10][C:11]([O:13][C:14]([CH3:17])([CH3:16])[CH3:15])=[O:12])=[O:7])([CH3:4])([CH3:3])[CH3:2].Br[C:21]1[CH:22]=[C:23]([CH2:30][OH:31])[CH:24]=[CH:25][C:26]=1[N+:27]([O-:29])=[O:28].C1(C)C=CC=CC=1P(C1C=CC=CC=1C)C1C=CC=CC=1C>[Zn]>[C:1]([O:5][C:6]([NH:8][C@H:9]([CH2:18][C:21]1[CH:22]=[C:23]([CH2:30][OH:31])[CH:24]=[CH:25][C:26]=1[N+:27]([O-:29])=[O:28])[CH2:10][C:11]([O:13][C:14]([CH3:17])([CH3:16])[CH3:15])=[O:12])=[O:7])([CH3:4])([CH3:3])[CH3:2]. Reported procedure: Following the General Procedure of Description 15 (Part A), the zinc insertion product of (6c) is used in situ to cross couple with commercial (3-bromo-4-nitro-phenyl)methanol (232 mg, 1.0 mmol) in the presence of tris(benzylideneacetone)dipalladium (Pd2(dba)3) (23 mg, 0.025 mmol, 2.5 mol-%) and tris(o-tolyl)phosphine (P(o-tol)3) (30 mg, 0.10 mmol, 10 mol-%) in anhydrous degassed DMF (3 mL). Filtration, aqueous work-up, and purification by silica gel column chromatography furnish the title compo...